Task: describe an organic reaction: reactants, conditions, products, and yield. Dataset: the Open Reaction Database (ORD), a public repository of structured organic reaction records Starting materials: ClC1=NC=CC(=C1)C (2-chloro-4-methylpyridine), C(C)(=O)OO (peracetic acid), Cl (HCl). Solvent: CC(=O)O (AcOH). Reaction conditions: temperature 70 celsius. Product: Cl.ClC1=[N+](C=CC(=C1)C)[O-] (2-Chloro-4-methylpyridine-N-oxide hydrochloride). Isolated yield 101.6%. As a reaction SMILES: [Cl:1][C:2]1[CH:7]=[C:6]([CH3:8])[CH:5]=[CH:4][N:3]=1.C(OO)(=[O:11])C.Cl>CC(O)=O>[ClH:1].[Cl:1][C:2]1[CH:7]=[C:6]([CH3:8])[CH:5]=[CH:4][N+:3]=1[O-:11] |f:4.5|. Procedure: A mixture of 2-chloro-4-methylpyridine (10.0 g, 78.3 mmole) and 34% peracetic acid (76.05 g, 91.0 mmole) in glacial AcOH (10 mL) was heated at 70° C. for 3 hr. The reaction mixture was cooled, conc. HCl (35 mL) was added, and the mixture was concentrated on the rotavap. Recrystallization from n-butanol followed by trituration with ether gave the title compound (7.16 g, 51%) as a white solid: MS (ES) m/e 143.9 (M+H)+. Reported procedure: 4.5 g (295 mmol) of (R)-2-amino-2-phenylethanol are dissolved in 385 ml of absolute dimethylformamide. 73.5 g of N-(benzyloxycarbonyloxy)succinimide (295 mmol) are added, at 0° C. and while stirring, and the mixture is then stirred at 0° C. for 1 hour. The ice bath is removed and the mixture is left to stand at room temperature for 48 h. The reaction solution is concentrated in vacuo and the residue is then taken up in 500 ml of ethyl acetate. The organic phase is washed twice with a 10% aqueous... The solvent is CN(C=O)C (dimethylformamide). Reaction conditions: time 48 hour. Yields the product C(C1=CC=CC=C1)OC(=O)N[C@@H](CO)C1=CC=CC=C1 ((R)-2-Benzyloxycarbonylamino-2-phenylethanol). The reactants are N[C@@H](CO)C1=CC=CC=C1 ((R)-2-amino-2-phenylethanol), C(C1=CC=CC=C1)OC(=O)ON1C(CCC1=O)=O (N-(benzyloxycarbonyloxy)succinimide). Reaction SMILES: [NH2:1][C@H:2]([C:5]1[CH:10]=[CH:9][CH:8]=[CH:7][CH:6]=1)[CH2:3][OH:4].[CH2:11]([O:18][C:19](ON1C(=O)CCC1=O)=[O:20])[C:12]1[CH:17]=[CH:16][CH:15]=[CH:14][CH:13]=1>CN(C)C=O>[CH2:11]([O:18][C:19]([NH:1][C@H:2]([C:5]1[CH:10]=[CH:9][CH:8]=[CH:7][CH:6]=1)[CH2:3][OH:4])=[O:20])[C:12]1[CH:17]=[CH:16][CH:15]=[CH:14][CH:13]=1. Starting materials: C1CCOC1, CCOC(C)=O, Cl, COC(=O)c1cccc2c1c1c(O)cccc1n2Cc1cccc(F)c1, [NH4+], [OH-]. Yields the product NC(=O)c1cccc2c1c1c(O)cccc1n2Cc1cccc(F)c1. RXN SMILES: [CH2:30]1[O:31][CH2:32][CH2:33][CH2:34]1.[CH3:35][CH2:36][O:37][C:38](=[O:39])[CH3:40].[ClH:27].[F:1][c:2]1[cH:3][c:4]([CH2:8][n:9]2[c:10]3[cH:11][cH:12][cH:13][c:14]([C:23]([O:25][CH3:24])=[O:26])[c:15]3[c:16]3[c:17]([OH:22])[cH:18][cH:19][cH:20][c:21]23)[cH:5][cH:6][cH:7]1.[NH4+:28].[OH-:29]>>[F:1][c:2]1[cH:3][c:4]([CH2:8][n:9]2[c:10]3[cH:11][cH:12][cH:13][c:14]([C:23](=[O:25])[NH2:28])[c:15]3[c:16]3[c:17]([OH:22])[cH:18][cH:19][cH:20][c:21]23)[cH:5][cH:6][cH:7]1.